This data is from the Open Reaction Database (ORD), a public repository of structured organic reaction records. The task is: describe an organic reaction: reactants, conditions, products, and yield Reactants: NC=1SC(=CC1C(=O)OCC)C1=CC=CC=C1 (2-amino-5-phenyl-3-thiophenecarboxylic acid, ethyl ester), ClC1=CC=C(C=N1)C(=O)O (6-chloro-3-pyridinecarboxylic acid). The product is O=C1C2=C(N=C3N1C=C(C=C3)C(=O)O)SC(=C2)C2=CC=CC=C2 (4-oxo-2-phenyl-4H-pyrido[1,2-a]thieno[2,3-d]pyrimidine-7-carboxylic acid). The yield is 6.2%. RXN SMILES: [NH2:1][C:2]1[S:3][C:4]([C:12]2[CH:17]=[CH:16][CH:15]=[CH:14][CH:13]=2)=[CH:5][C:6]=1[C:7]([O:9]CC)=O.Cl[C:19]1[N:24]=[CH:23][C:22]([C:25]([OH:27])=[O:26])=[CH:21][CH:20]=1>>[O:9]=[C:7]1[N:24]2[CH:23]=[C:22]([C:25]([OH:27])=[O:26])[CH:21]=[CH:20][C:19]2=[N:1][C:2]2[S:3][C:4]([C:12]3[CH:13]=[CH:14][CH:15]=[CH:16][CH:17]=3)=[CH:5][C:6]1=2. Procedure: From 5.0 g (0.02 mol) of 2-amino-5-phenyl-3-thiophenecarboxylic acid, ethyl ester (Chemische Berichte, Vol. 99, pages 94-100, 1966) and 3.2 g (0.02 mol) of 6-chloro-3-pyridinecarboxylic acid (Aldrich Chemical Company), following the procedure of Example 3, there is obtained 0.4 g of 4-oxo-2-phenyl-4H-pyrido[1,2-a]thieno[2,3-d]pyrimidine-7-carboxylic acid; mp 387°-392° C. after recrystallization from pyridine. Starting materials: C1CCNC1, ClC1CCCCc2cccnc21, Cl, O. Yields the product c1cnc2c(c1)CCCCC2N1CCCC1. RXN SMILES: [CH2:14]1[CH2:15][CH2:16][NH:17][CH2:18]1.[Cl:2][CH:3]1[CH2:4][CH2:5][CH2:6][CH2:7][c:8]2[c:9]1[n:10][cH:11][cH:12][cH:13]2.[ClH:1].[OH2:19]>>[CH:3]1([N:17]2[CH2:16][CH2:15][CH2:14][CH2:18]2)[CH2:4][CH2:5][CH2:6][CH2:7][c:8]2[c:9]1[n:10][cH:11][cH:12][cH:13]2. Starting materials: CO, [H][H], CC(Cn1ncc2ccc3oc(C(N)=O)nc3c21)N=[N+]=[N-]. Product: CC(N)Cn1ncc2ccc3oc(C(N)=O)nc3c21. RXN SMILES: [CH3:24][OH:25].[H:22][H:23].[N:1](=[N+:2]=[N-:3])[CH:4]([CH2:5][n:6]1[n:7][cH:8][c:9]2[cH:10][cH:11][c:12]3[c:13]([n:14][c:15]([C:17](=[O:18])[NH2:19])[o:16]3)[c:20]12)[CH3:21]>>[NH2:1][CH:4]([CH2:5][n:6]1[n:7][cH:8][c:9]2[cH:10][cH:11][c:12]3[c:13]([n:14][c:15]([C:17](=[O:18])[NH2:19])[o:16]3)[c:20]12)[CH3:21]. The reactants are O=C([O-])[O-], [Cs+], [Cs+], N#Cc1ccc(I)cc1C(F)(F)F, O=C(C=Cc1ccccc1)C=Cc1ccccc1, O=C(C=Cc1ccccc1)C=Cc1ccccc1, O=C(C=Cc1ccccc1)C=Cc1ccccc1, CC1NC(=O)CC1(C)O, [Pd], [Pd], CC1(C)c2cccc(P(c3ccccc3)c3ccccc3)c2Oc2c(P(c3ccccc3)c3ccccc3)cccc21. Product: CC1N(c2ccc(C#N)c(C(F)(F)F)c2)C(=O)CC1(C)O. As a reaction SMILES: [C:65](=[O:66])([O-:67])[O-:68].[Cs+:69].[Cs+:70].[I:1][c:2]1[cH:3][c:4]([C:10]([F:11])([F:12])[F:13])[c:5]([C:6]#[N:7])[cH:8][cH:9]1.[O:109]=[C:110]([CH:111]=[CH:112][c:113]1[cH:114][cH:115][cH:116][cH:117][cH:118]1)[CH:119]=[CH:120][c:121]1[cH:122][cH:123][cH:124][cH:125][cH:126]1.[O:73]=[C:74]([CH:75]=[CH:76][c:77]1[cH:78][cH:79][cH:80][cH:81][cH:82]1)[CH:83]=[CH:84][c:85]1[cH:86][cH:87][cH:88][cH:89][cH:90]1.[O:91]=[C:92]([CH:93]=[CH:94][c:95]1[cH:96][cH:97][cH:98][cH:99][cH:100]1)[CH:101]=[CH:102][c:103]1[cH:104][cH:105][cH:106][cH:107][cH:108]1.[OH:14][C:15]1([CH3:22])[CH2:16][C:17](=[O:21])[NH:18][CH:19]1[CH3:20].[Pd:71].[Pd:72].[c:23]1([P:24]([c:25]2[cH:26][cH:27][cH:28][cH:29][cH:30]2)[c:31]2[c:32]3[c:56]([cH:57][cH:58][cH:59]2)[C:53]([CH3:54])([CH3:55])[c:35]2[c:34]([c:39]([P:40]([c:41]4[cH:42][cH:43][cH:44][cH:45][cH:46]4)[c:47]4[cH:48][cH:49][cH:50][cH:51][cH:52]4)[cH:38][cH:37][cH:36]2)[O:33]3)[cH:60][cH:61][cH:62][cH:63][cH:64]1>>[c:2]1([N:18]2[C:17](=[O:21])[CH2:16][C:15]([OH:14])([CH3:22])[CH:19]2[CH3:20])[cH:3][c:4]([C:10]([F:11])([F:12])[F:13])[c:5]([C:6]#[N:7])[cH:8][cH:9]1. Reaction SMILES: [NH2:1][C:2]1[CH:3]=[CH:4][C:5]([F:20])=[C:6]([C@:8]2([CH3:19])[CH2:13][C@@H:12]([C:14]([F:17])([F:16])[F:15])[O:11][C:10]([NH2:18])=[N:9]2)[CH:7]=1.[F:21][CH:22]([F:32])[C:23]1[N:24]=[CH:25][C:26]([C:29](O)=[O:30])=[N:27][CH:28]=1>>[NH2:18][C:10]1[O:11][C@H:12]([C:14]([F:16])([F:17])[F:15])[CH2:13][C@:8]([C:6]2[CH:7]=[C:2]([NH:1][C:29]([C:26]3[CH:25]=[N:24][C:23]([CH:22]([F:32])[F:21])=[CH:28][N:27]=3)=[O:30])[CH:3]=[CH:4][C:5]=2[F:20])([CH3:19])[N:9]=1. Product: NC=1O[C@@H](C[C@@](N1)(C)C=1C=C(C=CC1F)NC(=O)C1=NC=C(N=C1)C(F)F)C(F)(F)F (N-(3-((4S,6S)-2-Amino-4-methyl-6-(trifluoromethyl)-5,6-dihydro-4H-1,3-oxazin-4-yl)-4-fluorophenyl)-5-(difluoromethyl)pyrazine-2-carboxamide). Procedure: The coupling of (4S,6S)-4-(5-amino-2-fluorophenyl)-4-methyl-6-(trifluoromethyl)-5,6-dihydro-4H-1,3-oxazin-2-amine (XI-1) and 5-(difluoromethyl)pyrazine-2-carboxylic acid [J. M. Ellard et al. WO2011009898 (2011)] following General Procedure F yielded the title compound as a colorless solid. MS: m/z=448.5 [M+H]+. Reactants: NC=1C=CC(=C(C1)[C@]1(N=C(O[C@@H](C1)C(F)(F)F)N)C)F ((4S,6S)-4-(5-amino-2-fluorophenyl)-4-methyl-6-(trifluoromethyl)-5,6-dihydro-4H-1,3-oxazin-2-amine), FC(C=1N=CC(=NC1)C(=O)O)F (5-(difluoromethyl)pyrazine-2-carboxylic acid). Starting materials: C=CCC(=O)C(O)C(O)C(CO)N=[N+]=[N-], CO, Cl[Pd]Cl, O. Product: [N-]=[N+]=NC(CO)C(O)C(O)C=O. As a reaction SMILES: [CH2:1]([CH:2]=[CH2:3])[C:4](=[O:5])[CH:6]([OH:7])[CH:8]([OH:9])[CH:10]([CH2:11][OH:12])[N:13]=[N+:14]=[N-:15].[CH3:17][OH:18].[Cl:19][Pd:20][Cl:21].[OH2:16]>>[CH:4](=[O:5])[CH:6]([OH:7])[CH:8]([OH:9])[CH:10]([CH2:11][OH:12])[N:13]=[N+:14]=[N-:15]. Starting materials: [H][H], C1CCOC1, NC(=O)c1ccc([N+](=O)[O-])c(OCCc2cccc3ccccc23)c1. Yields the product NC(=O)c1ccc(N)c(OCCc2cccc3ccccc23)c1. RXN SMILES: [H:26][H:27].[O:28]1[CH2:29][CH2:30][CH2:31][CH2:32]1.[c:1]1([CH2:11][CH2:12][O:13][c:14]2[cH:15][c:16]([C:17](=[O:18])[NH2:19])[cH:20][cH:21][c:22]2[N+:23]([O-:24])=[O:25])[cH:2][cH:3][cH:4][c:5]2[cH:6][cH:7][cH:8][cH:9][c:10]12>>[c:1]1([CH2:11][CH2:12][O:13][c:14]2[cH:15][c:16]([C:17](=[O:18])[NH2:19])[cH:20][cH:21][c:22]2[NH2:23])[cH:2][cH:3][cH:4][c:5]2[cH:6][cH:7][cH:8][cH:9][c:10]12.